From a dataset of the Open Reaction Database (ORD), a public repository of structured organic reaction records. describe an organic reaction: reactants, conditions, products, and yield The product is O=CC(CC1CCCCC1)NC(=O)OCc1ccccc1. Reaction SMILES: [C:36]([CH:37]([CH:38]([C:39]([O-:40])=[O:41])[OH:42])[OH:43])([O-:44])=[O:45].[CH2:1]([O:3][C:4](=[O:2])[CH:5]([CH2:6][CH:7]1[CH2:8][CH2:9][CH2:10][CH2:11][CH2:12]1)[NH:13][C:14](=[O:15])[O:16][CH2:17][c:18]1[cH:19][cH:20][cH:21][cH:22][cH:23]1)[CH3:24].[CH3:25][CH:26]([CH2:27][AlH:28][CH2:29][CH:30]([CH3:31])[CH3:32])[CH3:33].[CH3:34][OH:35].[CH3:48][c:49]1[cH:50][cH:51][cH:52][cH:53][cH:54]1.[K+:47].[Na+:46]>>[O:3]=[CH:4][CH:5]([CH2:6][CH:7]1[CH2:8][CH2:9][CH2:10][CH2:11][CH2:12]1)[NH:13][C:14](=[O:15])[O:16][CH2:17][c:18]1[cH:19][cH:20][cH:21][cH:22][cH:23]1. The reactants are O=C([O-])C(O)C(O)C(=O)[O-], CCOC(=O)C(CC1CCCCC1)NC(=O)OCc1ccccc1, CC(C)C[AlH]CC(C)C, CO, Cc1ccccc1, [K+], [Na+]. Reactants: ClC=1C(=CC2=C(N(C(CO2)=O)CC(=O)OCC)C1)Cl (Ethyl (6,7-dichloro-3-oxo-2,3-dihydro-4H-1,4-benzoxazin-4-yl)acetate), Cl (HCl), [Li+].[OH-] (LiOH), O (water). Solvent: C1CCOC1 (THF), C(C)(=O)O (acetic acid). Reaction conditions: time 1 hour. The product is ClC=1C(=CC2=C(N(C(CO2)=O)CC(=O)O)C1)Cl ((6,7-dichloro-3-oxo-2,3-dihydro-4H-1,4-benzoxazin-4-yl)acetic acid). Reaction SMILES: [Cl:1][C:2]1[C:3]([Cl:19])=[CH:4][C:5]2[O:10][CH2:9][C:8](=[O:11])[N:7]([CH2:12][C:13]([O:15]CC)=[O:14])[C:6]=2[CH:18]=1.[Li+].[OH-].O.Cl>C1COCC1.C(O)(=O)C>[Cl:1][C:2]1[C:3]([Cl:19])=[CH:4][C:5]2[O:10][CH2:9][C:8](=[O:11])[N:7]([CH2:12][C:13]([OH:15])=[O:14])[C:6]=2[CH:18]=1 |f:1.2|. Procedure details: Ethyl (6,7-dichloro-3-oxo-2,3-dihydro-4H-1,4-benzoxazin-4-yl)acetate (52.6 g, 0.173 mol) and LiOH (8.31 g, 0.347 mol) were combined in 750 mL of THF and 150 mL of water and stirred at room temperature for 18 hours, after which time HPLC indicated loss of the starting material. 80 mL of concentrated HCl was added and the mixture was stirred for 1 hour, and then evaporated to dryness. The residue was dissolved in EtOAc and water was added. The layers were separated and the organic layer was washed... Starting materials: C(C)(C)N1CCC(CC1)=O (1-isopropyl-piperidin-4-one), [BH4-].[Na+] (sodium borohydride). Solvent: C(C)O (ethanol). Reaction conditions: time 48 hour. Yields the product C(C)(C)N1CCC(CC1)O (1-Isopropyl-piperidin-4-ol), solid. RXN SMILES: [CH:1]([N:4]1[CH2:9][CH2:8][C:7](=[O:10])[CH2:6][CH2:5]1)([CH3:3])[CH3:2].[BH4-].[Na+]>C(O)C>[CH:1]([N:4]1[CH2:9][CH2:8][CH:7]([OH:10])[CH2:6][CH2:5]1)([CH3:3])[CH3:2] |f:1.2|. Procedure details: A solution of 1-isopropyl-piperidin-4-one (51.2 g) in absolute ethanol (350 mL) was treated with sodium borohydride (7.30 g) at a rate not to exceed an internal temperature of 50° C. After 48 h, the solvent was evaporated and the resulting yellow paste was partitioned between DCM (300 mL) and 5% NaOH (300 mL). This mixture was stirred for 6 h and then extracted with DCM (4×100 mL). The combined organic phases were dried (sodium sulfate) and evaporated. Distillation of the yellow oil (bp 68° C., ... Reported procedure: A mixture of 1 g of 9-aminomethyl-5H,10H-imidazo[1,2-a]indeno[1,2-e]pyrazin-4-one and 20 ml of acetic anhydride is stirred under an argon atmosphere for 2 hours at a temperature in the region of 20° C. The reaction mixture is filtered and the insoluble material is washed successively with 10 ml of acetic anhydride and two times 40 ml of methyl-tert-butyl ether and then dried under reduced pressure (15 mm Hg; 2 kPa) at 20° C. The white solid is suspended in a mixture of acetone (30 ml) and methan... Run at temperature 20 celsius, time 2 hour. The reactants are NCC=1C=2CC3=C(NC(C=4N3C=CN4)=O)C2C=CC1 (9-aminomethyl-5H,10H-imidazo[1,2-a]indeno[1,2-e]pyrazin-4-one), C(C)(=O)OC(C)=O (acetic anhydride). Product: O=C1C=2N(C3=C(N1)C=1C=CC=C(C1C3)CNC(C)=O)C=CN2 (N-[(4,5-dihydro-4-oxo-10H-imidazo[1,2-a]indeno[1,2-e]pyrazin-9-yl)methyl]acetamide). As a reaction SMILES: [NH2:1][CH2:2][C:3]1[C:4]2[CH2:5][C:6]3[N:11]4[CH:12]=[CH:13][N:14]=[C:10]4[C:9](=[O:15])[NH:8][C:7]=3[C:16]=2[CH:17]=[CH:18][CH:19]=1.[C:20](OC(=O)C)(=[O:22])[CH3:21]>>[O:15]=[C:9]1[NH:8][C:7]2[C:16]3[CH:17]=[CH:18][CH:19]=[C:3]([CH2:2][NH:1][C:20](=[O:22])[CH3:21])[C:4]=3[CH2:5][C:6]=2[N:11]2[CH:12]=[CH:13][N:14]=[C:10]12.